From a dataset of the Open Reaction Database (ORD), a public repository of structured organic reaction records. describe an organic reaction: reactants, conditions, products, and yield Reactants: C1CCOC1, CCOC(=O)C=C(C)C=CC=C(C)c1ccc2c(c1)C(c1ccc(C)cc1)=CCC2(C)C, CO, Cl, [Li+], [OH-]. Yields the product CC(C=CC=C(C)c1ccc2c(c1)C(c1ccc(C)cc1)=CCC2(C)C)=CC(=O)O. RXN SMILES: [CH2:38]1[O:39][CH2:40][CH2:41][CH2:42]1.[CH3:1][C:2](=[CH:3][C:4](=[O:5])[O:6][CH2:7][CH3:8])[CH:9]=[CH:10][CH:11]=[C:12]([CH3:13])[c:14]1[cH:15][c:16]2[c:21]([cH:22][cH:23]1)[C:20]([CH3:24])([CH3:25])[CH2:19][CH:18]=[C:17]2[c:26]1[cH:27][cH:28][c:29]([CH3:32])[cH:30][cH:31]1.[CH3:33][OH:34].[ClH:37].[Li+:36].[OH-:35]>>[CH3:1][C:2](=[CH:3][C:4](=[O:5])[OH:6])[CH:9]=[CH:10][CH:11]=[C:12]([CH3:13])[c:14]1[cH:15][c:16]2[c:21]([cH:22][cH:23]1)[C:20]([CH3:24])([CH3:25])[CH2:19][CH:18]=[C:17]2[c:26]1[cH:27][cH:28][c:29]([CH3:32])[cH:30][cH:31]1. Procedure details: 3-chloro-5-[(5-chloro-1H-1,2,3-benzotriazol-4-yl)oxy]benzonitrile (50 mg, 0.164 mmol) and cesium carbonate (160 mg, 0.492 mmol) were suspended in DMF (1 μL) at room temperature under N2. To this was added 2-bromo-1-pyridin-3-ylethanone (48.3 mg, 0.172 mmol) as a solid. The resulting mixture was stirred under N2 for 16 hours. The reaction mixture was then diluted with water (2 mL) and extracted with EtOAc (2×15 mL). The combined organic fractions were washed with water (3×10 mL), dried (MgSO4), f... Reaction conditions: time 16 hour. RXN SMILES: [Cl:1][C:2]1[CH:3]=[C:4]([CH:7]=[C:8]([O:10][C:11]2[C:19]3[N:18]=[N:17][NH:16][C:15]=3[CH:14]=[CH:13][C:12]=2[Cl:20])[CH:9]=1)[C:5]#[N:6].C(=O)([O-])[O-].[Cs+].[Cs+].Br[CH2:28][C:29]([C:31]1[CH:32]=[N:33][CH:34]=[CH:35][CH:36]=1)=[O:30]>CN(C=O)C.O>[Cl:1][C:2]1[CH:3]=[C:4]([CH:7]=[C:8]([O:10][C:11]2[C:19]3[N:18]=[N:17][N:16]([CH2:28][C:29](=[O:30])[C:31]4[CH:32]=[N:33][CH:34]=[CH:35][CH:36]=4)[C:15]=3[CH:14]=[CH:13][C:12]=2[Cl:20])[CH:9]=1)[C:5]#[N:6] |f:1.2.3|. Run in CN(C)C=O (DMF), O (water). The reactants are ClC=1C=C(C#N)C=C(C1)OC1=C(C=CC=2NN=NC21)Cl (3-chloro-5-[(5-chloro-1H-1,2,3-benzotriazol-4-yl)oxy]benzonitrile), C([O-])([O-])=O.[Cs+].[Cs+] (cesium carbonate), BrCC(=O)C=1C=NC=CC1 (2-bromo-1-pyridin-3-ylethanone). The product is ClC=1C=C(C#N)C=C(C1)OC1=C(C=CC=2N(N=NC21)CC(C=2C=NC=CC2)=O)Cl (3-chloro-5-{[5-chloro-1-(2-oxo-2-pyridin-3-ylethyl)-1H-1,2,3-benzotriazol-4-yl]oxy}benzonitrile). The product is ClC1=C2C=CC(=NC2=NC=C1)C1=NC=CC=C1C(F)(F)F (5-Chloro-2-(3-(trifluoromethyl)pyridin-2-yl)-[1,8]naphthyridine). Reactants: NC1=C(C=O)C(=CC=N1)Cl (2-amino-4-chloronicotinaldehyde), C(C)(=O)C1=NC=CC=C1C(F)(F)F (2-acetyl-3-trifluoromethylpyridine), CC(C)(C)[O-].[K+] (t-BuOK). Reaction SMILES: [NH2:1][C:2]1[N:9]=[CH:8][CH:7]=[C:6]([Cl:10])[C:3]=1[CH:4]=O.[C:11]([C:14]1[C:19]([C:20]([F:23])([F:22])[F:21])=[CH:18][CH:17]=[CH:16][N:15]=1)(=O)[CH3:12].CC([O-])(C)C.[K+]>C1COCC1>[Cl:10][C:6]1[CH:7]=[CH:8][N:9]=[C:2]2[C:3]=1[CH:4]=[CH:12][C:11]([C:14]1[C:19]([C:20]([F:23])([F:21])[F:22])=[CH:18][CH:17]=[CH:16][N:15]=1)=[N:1]2 |f:2.3|. Run at temperature -20 celsius, time 2 hour. Procedure details: Dissolve 2-amino-4-chloronicotinaldehyde (78 mg, 0.5 mmol) and 2-acetyl-3-trifluoromethylpyridine (95 mg, 0.5 mmol) in anhydrous THF (2.0 mL) and cool it to −20° C. under N2 atmosphere. Add in portion t-BuOK (112 mg, 1.0 mmol) to the reaction mixture and stir the mixture at 10° C. for 2 hours. Concentrate the reaction mixture under vacuum, dilute the residue with saturated aq. ammonium chloride (10 mL), filter the solid, wash the solid with water and dry under high vacuum to afford desired produ... The solvent is C1CCOC1 (THF). Starting materials: BrC=1C(=NC=C(C(=O)NC2=CC=C(C=C2)OC(F)(F)F)C1)N1CC(C1)CO (5-bromo-6-(3-(hydroxymethyl)azetidin-1-yl)-N-(4-(trifluoromethoxy)phenyl)nicotinamide), N1=CC(=CC=C1)B(O)O (pyridin-3-ylboronic acid). The product is OCC1CN(C1)C1=NC=C(C=C1C=1C=NC=CC1)C(=O)NC1=CC=C(C=C1)OC(F)(F)F (2-(3-(Hydroxymethyl)azetidin-1-yl)-N-(4-(trifluoromethoxy)phenyl)-[3,3′-bipyridine]-5-carboxamide). RXN SMILES: Br[C:2]1[C:3]([N:22]2[CH2:25][CH:24]([CH2:26][OH:27])[CH2:23]2)=[N:4][CH:5]=[C:6]([CH:21]=1)[C:7]([NH:9][C:10]1[CH:15]=[CH:14][C:13]([O:16][C:17]([F:20])([F:19])[F:18])=[CH:12][CH:11]=1)=[O:8].[N:28]1[CH:33]=[CH:32][CH:31]=[C:30](B(O)O)[CH:29]=1>>[OH:27][CH2:26][CH:24]1[CH2:25][N:22]([C:3]2[C:2]([C:30]3[CH:29]=[N:28][CH:33]=[CH:32][CH:31]=3)=[CH:21][C:6]([C:7]([NH:9][C:10]3[CH:15]=[CH:14][C:13]([O:16][C:17]([F:20])([F:19])[F:18])=[CH:12][CH:11]=3)=[O:8])=[CH:5][N:4]=2)[CH2:23]1. Procedure details: The title compound was prepared in an analogous fashion to that described in Example 128 using 5-bromo-6-(3-(hydroxymethyl)azetidin-1-yl)-N-(4-(trifluoromethoxy)phenyl)nicotinamide (Stage 135.1) and pyridin-3-ylboronic acid. HPLC (Condition 4) tR=4.38 min, UPLC-MS (Condition 3) tR=0.92 min, m/z=445.2 [M+H]+; 1H-NMR (400 MHz, DMSO-d6) δ ppm 2.53-2.68 (m, 1H) 3.37-3.49 (m, 4H) 3.68 (t, J=8.41 Hz, 2H) 4.66 (t, J=5.28 Hz, 1H) 7.33 (d, J=8.99 Hz, 2H) 7.49 (dd, J=7.82, 4.69 Hz, 1H) 7.84 (d, J=8.99 Hz,... RXN SMILES: [CH3:48][CH:49]([OH:50])[CH3:51].[CH:39]([N:40]([CH:41]([CH3:42])[CH3:43])[CH2:44][CH3:45])([CH3:46])[CH3:47].[F:1][C:2]([F:3])([F:4])[C:5]([OH:6])=[O:7].[NH2:8][CH:9]1[CH2:10][CH2:11][CH:12]([C:15]#[N:16])[CH2:13][CH2:14]1.[c:17]1([S:23](=[O:24])(=[O:25])[n:26]2[cH:27][cH:28][c:29]3[c:30]2[n:31][cH:32][c:33]([N+:36](=[O:37])[O-:38])[c:34]3[Cl:35])[cH:18][cH:19][cH:20][cH:21][cH:22]1>>[NH:8]([CH:9]1[CH2:10][CH2:11][CH:12]([C:15]#[N:16])[CH2:13][CH2:14]1)[c:34]1[c:29]2[cH:28][cH:27][n:26]([S:23]([c:17]3[cH:18][cH:19][cH:20][cH:21][cH:22]3)(=[O:24])=[O:25])[c:30]2[n:31][cH:32][c:33]1[N+:36](=[O:37])[O-:38]. The reactants are CC(C)O, CCN(C(C)C)C(C)C, O=C(O)C(F)(F)F, N#CC1CCC(N)CC1, O=[N+]([O-])c1cnc2c(ccn2S(=O)(=O)c2ccccc2)c1Cl. The product is N#CC1CCC(Nc2c([N+](=O)[O-])cnc3c2ccn3S(=O)(=O)c2ccccc2)CC1. Starting materials: COc1ccccc1Oc1c(NS(=O)(=O)c2ccc(C)cn2)nc(C)nc1OCCN, O=S(=O)(Cl)c1ccccc1. The product is COc1ccccc1Oc1c(NS(=O)(=O)c2ccc(C)cn2)nc(C)nc1OCCNS(=O)(=O)c1ccccc1. Reaction SMILES: [CH3:1][c:2]1[cH:3][cH:4][c:5]([S:8](=[O:9])(=[O:10])[NH:11][c:12]2[n:13][c:14]([CH3:31])[n:15][c:16]([O:27][CH2:28][CH2:29][NH2:30])[c:17]2[O:18][c:19]2[c:20]([O:25][CH3:26])[cH:21][cH:22][cH:23][cH:24]2)[n:6][cH:7]1.[c:32]1([S:38](=[O:39])(=[O:40])[Cl:41])[cH:33][cH:34][cH:35][cH:36][cH:37]1>>[CH3:1][c:2]1[cH:3][cH:4][c:5]([S:8](=[O:9])(=[O:10])[NH:11][c:12]2[n:13][c:14]([CH3:31])[n:15][c:16]([O:27][CH2:28][CH2:29][NH:30][S:38]([c:32]3[cH:33][cH:34][cH:35][cH:36][cH:37]3)(=[O:39])=[O:40])[c:17]2[O:18][c:19]2[c:20]([O:25][CH3:26])[cH:21][cH:22][cH:23][cH:24]2)[n:6][cH:7]1. Starting materials: C(C)OC1=C(OS(=O)(=O)N=C=O)C=CC=C1 (2-Ethoxyphenoxysulfonyl isocyanate), NC1=NC(=CC(=N1)OC)OC (2-amino-4,6-dimethoxypyrimidine). Solvent: ClCCl (dichloromethane), ClCCl (dichloromethane), ClCCl (dichloromethane). Conditions: time 16 hour. Yields the product COC1=NC(=NC(=C1)OC)NC(NS(=O)(=O)OC1=C(C=CC=C1)OCC)=O (3-(4,6-dimethoxypyrimidin-2-yl)-1-(2-ethoxyphenoxysulfonyl)urea). The yield is 91.0%. As a reaction SMILES: [CH2:1]([O:3][C:4]1[CH:16]=[CH:15][CH:14]=[CH:13][C:5]=1[O:6][S:7]([N:10]=[C:11]=[O:12])(=[O:9])=[O:8])[CH3:2].[NH2:17][C:18]1[N:23]=[C:22]([O:24][CH3:25])[CH:21]=[C:20]([O:26][CH3:27])[N:19]=1>ClCCl>[CH3:27][O:26][C:20]1[CH:21]=[C:22]([O:24][CH3:25])[N:23]=[C:18]([NH:17][C:11](=[O:12])[NH:10][S:7]([O:6][C:5]2[CH:13]=[CH:14][CH:15]=[CH:16][C:4]=2[O:3][CH2:1][CH3:2])(=[O:9])=[O:8])[N:19]=1. Procedure: A solution of 97.2 g (0.4 mol) of the product of Example 1 in 100 ml of dichloromethane is added dropwise at 25° C. to 62.0 g (0.4 mol) of 2-amino-4,6-dimethoxypyrimidine in 600 ml of dichloromethane. Stirring at room temperature is continued for 16 hours, the mixture is diluted with 600 ml of dichloromethane, and the organic phase is washed twice with 500 ml portions of 2N hydrochloric acid and once with 500 ml of water. After the mixture has been dried using sodium sulfate and after the solven... Reactants: BrCC=1C=C2C=CC(N(C2=CC1)C)=O (6-bromomethyl-1-methyl-1,2-dihydroquinolin-2-one), C(C)SC1(CCOCC1)C1=CC(=CC(=C1)F)O (4-ethylthio-4-(5-fluoro-3-hydroxyphenyl)tetrahydropyran). The product is C(C)SC1(CCOCC1)C1=CC(=CC(=C1)F)OCC=1C=C2C=CC(N(C2=CC1)C)=O (4-ethylthio-4-[5-fluoro-3-(1-methyl-2-oxo-1,2-dihydroquinolin-6-ylmethoxy)phenyl]tetrahydropyran). Isolated yield 40.0%. Reaction SMILES: Br[CH2:2][C:3]1[CH:4]=[C:5]2[C:10](=[CH:11][CH:12]=1)[N:9]([CH3:13])[C:8](=[O:14])[CH:7]=[CH:6]2.[CH2:15]([S:17][C:18]1([C:24]2[CH:29]=[C:28]([F:30])[CH:27]=[C:26]([OH:31])[CH:25]=2)[CH2:23][CH2:22][O:21][CH2:20][CH2:19]1)[CH3:16]>>[CH2:15]([S:17][C:18]1([C:24]2[CH:29]=[C:28]([F:30])[CH:27]=[C:26]([O:31][CH2:2][C:3]3[CH:4]=[C:5]4[C:10](=[CH:11][CH:12]=3)[N:9]([CH3:13])[C:8](=[O:14])[CH:7]=[CH:6]4)[CH:25]=2)[CH2:19][CH2:20][O:21][CH2:22][CH2:23]1)[CH3:16]. Procedure details: Using a similar procedure to that described in Example 11, 6-bromomethyl-1-methyl-1,2-dihydroquinolin-2-one was reacted with 4-ethylthio-4-(5-fluoro-3-hydroxyphenyl)tetrahydropyran to give 4-ethylthio-4-[5-fluoro-3-(1-methyl-2-oxo-1,2-dihydroquinolin-6-ylmethoxy)phenyl]tetrahydropyran in 40% yield, m.p. 73°-75° C. Starting materials: [BH4-], CCO, CC12CC(F)C3c4ccc(O)cc4CC(CCCCCN4CCCC4CSc4ccc(C(F)(F)F)cc4)C3C1CCC2=O, [Na+], O. Product: CC12CC(F)C3c4ccc(O)cc4CC(CCCCCN4CCCC4CSc4ccc(C(F)(F)F)cc4)C3C1CCC2O. RXN SMILES: [BH4-:44].[CH3:46][CH2:47][OH:48].[F:1][CH:2]1[CH:3]2[c:4]3[cH:5][cH:6][c:7]([OH:43])[cH:8][c:9]3[CH2:10][CH:11]([CH2:21][CH2:22][CH2:23][CH2:24][CH2:25][N:26]3[CH:27]([CH2:31][S:32][c:33]4[cH:34][cH:35][c:36]([C:39]([F:40])([F:41])[F:42])[cH:37][cH:38]4)[CH2:28][CH2:29][CH2:30]3)[CH:12]2[CH:13]2[CH2:14][CH2:15][C:16](=[O:20])[C:17]2([CH3:18])[CH2:19]1.[Na+:45].[OH2:49]>>[F:1][CH:2]1[CH:3]2[c:4]3[cH:5][cH:6][c:7]([OH:43])[cH:8][c:9]3[CH2:10][CH:11]([CH2:21][CH2:22][CH2:23][CH2:24][CH2:25][N:26]3[CH:27]([CH2:31][S:32][c:33]4[cH:34][cH:35][c:36]([C:39]([F:40])([F:41])[F:42])[cH:37][cH:38]4)[CH2:28][CH2:29][CH2:30]3)[CH:12]2[CH:13]2[CH2:14][CH2:15][CH:16]([OH:20])[C:17]2([CH3:18])[CH2:19]1. The reactants are BrCc1ccccc1, CC(C)(C)OC(=O)OC(=O)OC(C)(C)C, CC(=O)O, COc1ccccc1, CN(C)C=O, CCO, ClCCl, [H-], [H][H], Nc1ncc(C23CCCN(CC2)C3)o1, [Na+], C1CCOC1, O=C(O)C(F)(F)F, COS(=O)(=O)c1ccc(C)cc1. Product: CNc1ncc(C23CCCN(CC2)C3)o1. RXN SMILES: [Br:30][CH2:31][c:32]1[cH:33][cH:34][cH:35][cH:36][cH:37]1.[C:15]([O:16][C:17]([O:18][C:19]([CH3:20])([CH3:21])[CH3:22])=[O:23])([O:24][C:25]([CH3:26])([CH3:27])[CH3:28])=[O:29].[CH3:54][C:55](=[O:56])[OH:57].[CH3:58][O:59][c:60]1[cH:61][cH:62][cH:63][cH:64][cH:65]1.[CH3:78][N:79]([CH3:80])[CH:81]=[O:82].[CH3:83][CH2:84][OH:85].[Cl:86][CH2:87][Cl:88].[H-:38].[H:40][H:41].[NH2:1][c:2]1[o:3][c:4]([C:7]23[CH2:8][CH2:9][CH2:10][N:11]([CH2:12][CH2:13]2)[CH2:14]3)[cH:5][n:6]1.[Na+:39].[O:73]1[CH2:74][CH2:75][CH2:76][CH2:77]1.[OH:66][C:67]([C:68]([F:69])([F:70])[F:71])=[O:72].[c:42]1([CH3:43])[cH:44][cH:45][c:46]([S:47]([O:48][CH3:49])(=[O:50])=[O:51])[cH:52][cH:53]1>>[NH:1]([c:2]1[o:3][c:4]([C:7]23[CH2:8][CH2:9][CH2:10][N:11]([CH2:12][CH2:13]2)[CH2:14]3)[cH:5][n:6]1)[CH3:15].